Dataset: the Open Reaction Database (ORD), a public repository of structured organic reaction records. Task: describe an organic reaction: reactants, conditions, products, and yield Reactants: NC1=CC(=C(C#N)C=C1I)Cl (4-Amino-2-chloro-5-iodobenzonitrile), N1CCOCC1 (morpholine). Reaction conditions: temperature 200 celsius, time 60 minute. The product is NC1=CC(=C(C#N)C=C1I)N1CCOCC1 (4-amino-5-iodo-2-morpholinobenzonitrile). As a reaction SMILES: [NH2:1][C:2]1[C:9]([I:10])=[CH:8][C:5]([C:6]#[N:7])=[C:4](Cl)[CH:3]=1.[NH:12]1[CH2:17][CH2:16][O:15][CH2:14][CH2:13]1>>[NH2:1][C:2]1[C:9]([I:10])=[CH:8][C:5]([C:6]#[N:7])=[C:4]([N:12]2[CH2:17][CH2:16][O:15][CH2:14][CH2:13]2)[CH:3]=1. Procedure: 4-Amino-2-chloro-5-iodobenzonitrile (0.60 g, 2.1 mmol) and morpholine (2.0 mL, 23 mmol) were added to a microwave vial and heated in the microwave to 200° C. After 60 minutes, the residue was concd then purified on silica gel (0-40% EtOAc in hexanes) to yield a white solid as 4-amino-5-iodo-2-morpholinobenzonitrile. Mass Spectrum (pos.) m/e: 330.0 (M+H)+. 4-amino-2-morpholinobenzonitrile was also isolated. 1H NMR (500 MHz, CDCl3) δ ppm 7.35 (1H, d, J=8.3 Hz), 6.28 (1H, dd, J=8.4, 2.1 Hz), 6.20 (... As a reaction SMILES: [C:1]([C:4]1[CH:11]=[CH:10][C:7]([C:8]#[N:9])=[CH:6][CH:5]=1)(=O)[CH3:2].[N:12]1[NH:13][C:14](=[O:18])[CH:15]=CC=1>>[O:18]=[C:14]1[NH:13][N:12]=[C:1]([C:4]2[CH:11]=[CH:10][C:7]([C:8]#[N:9])=[CH:6][CH:5]=2)[CH:2]=[CH:15]1. Yields the product O=C1C=CC(=NN1)C1=CC=C(C#N)C=C1 (4-(6-Oxo-1,6-dihydropyridazin-3-yl)benzonitrile). Starting materials: C(C)(=O)C1=CC=C(C#N)C=C1 (4-acetylbenzonitrile), N=1NC(C=CC1)=O (pyridazinone). Procedure details: 50 g of 4-acetylbenzonitrile is converted into the pyridazinone in accordance with GWP 1.